Dataset: the Open Reaction Database (ORD), a public repository of structured organic reaction records. Task: describe an organic reaction: reactants, conditions, products, and yield The reactants are Br, CC(=O)O, O=C(O)c1ccc(NCCCCCCCCCCCCCCCCO)cc1, O=S(=O)(O)O. Yields the product O=C(O)c1ccc(NCCCCCCCCCCCCCCCCBr)cc1. RXN SMILES: [BrH:28].[CH3:34][C:35](=[O:36])[OH:37].[OH:1][CH2:2][CH2:3][CH2:4][CH2:5][CH2:6][CH2:7][CH2:8][CH2:9][CH2:10][CH2:11][CH2:12][CH2:13][CH2:14][CH2:15][CH2:16][CH2:17][NH:18][c:19]1[cH:20][cH:21][c:22]([C:23](=[O:24])[OH:25])[cH:26][cH:27]1.[S:29](=[O:30])(=[O:31])([OH:32])[OH:33]>>[CH2:2]([CH2:3][CH2:4][CH2:5][CH2:6][CH2:7][CH2:8][CH2:9][CH2:10][CH2:11][CH2:12][CH2:13][CH2:14][CH2:15][CH2:16][CH2:17][NH:18][c:19]1[cH:20][cH:21][c:22]([C:23](=[O:24])[OH:25])[cH:26][cH:27]1)[Br:28]. The reactants are Cl.C1(=CC=CC=C1)C1=CC=C(S1)CC1=CC=C(OC[C@H]2NCCC2)C=C1 ((S)-2-[4-(5-Phenyl-thiophen-2-ylmethyl)-phenoxymethyl]-pyrrolidine hydrochloride salt), BrCCCC(=O)OC (methyl 4-bromobutyrate). Product: C1(=CC=CC=C1)C1=CC=C(S1)CC1=CC=C(OC[C@H]2N(CCC2)CCCC(=O)O)C=C1 (4-{(S)-2-[4-(5-Phenyl-thiophen-2-ylmethyl)-phenoxymethyl]-pyrrolidin-1-yl}-butyric acid). Reaction SMILES: Cl.[C:2]1([C:8]2[S:12][C:11]([CH2:13][C:14]3[CH:26]=[CH:25][C:17]([O:18][CH2:19][C@@H:20]4[CH2:24][CH2:23][CH2:22][NH:21]4)=[CH:16][CH:15]=3)=[CH:10][CH:9]=2)[CH:7]=[CH:6][CH:5]=[CH:4][CH:3]=1.Br[CH2:28][CH2:29][CH2:30][C:31]([O:33]C)=[O:32]>>[C:2]1([C:8]2[S:12][C:11]([CH2:13][C:14]3[CH:15]=[CH:16][C:17]([O:18][CH2:19][C@@H:20]4[CH2:24][CH2:23][CH2:22][N:21]4[CH2:28][CH2:29][CH2:30][C:31]([OH:33])=[O:32])=[CH:25][CH:26]=3)=[CH:10][CH:9]=2)[CH:3]=[CH:4][CH:5]=[CH:6][CH:7]=1 |f:0.1|. Procedure details: The title compound was prepared from the product of Example 161 (0.1 g, 0.26 mmol) and methyl 4-bromobutyrate (56 mg, 0.31 mmol) using the procedure of Example 147; 1HNMR (400 MHz, CDCl3) δ 7.50 (d, J=8.8 Hz, 2H), 7.32 (t J=6 Hz, 2H), 7.24 (m, 3H), 7.18 (d, J=3.6 Hz, 1H), 6.98 (d, J=8.8 Hz, 2H), 6.77 (d, J=3.6 Hz, 1H), 4.36 (dd, J=7.2, 3.6 Hz, 1H), 4.20 (br, 1H), 4.10 (s, 2H), 3.71 (br, 1H), 3.05 (br, 2H), 2.44 (br, 2H), 2.19-1.98 (m, 9H); LC/MS (ESI+) m/z: 95%; 437 (M+1, 100).